This data is from the Open Reaction Database (ORD), a public repository of structured organic reaction records. The task is: describe an organic reaction: reactants, conditions, products, and yield The reactants are C(C1=CC(C(=O)O)=CC=C1)(=O)O (isophthalic acid), NCCOCCOCCOCCNS(=O)(=O)C1=CC(=CC=C1)C1CN(CC2=C(C=C(C=C12)Cl)Cl)C (N-(2-(2-(2-(2-aminoethoxy)ethoxy)ethoxy)ethyl)-3-(6,8-dichloro-2-methyl-1,2,3,4-tetrahydroisoquinolin-4-yl)benzenesulfonamide), NCCOCCOCCOCCNS(=O)(=O)C1=CC(=CC=C1)C1CN(CC2=C(C=C(C=C12)Cl)Cl)C (N-(2-(2-(2-(2-aminoethoxy)ethoxy)ethoxy)ethyl)-3-(6,8-dichloro-2-methyl-1,2,3,4-tetrahydroisoquinolin-4-yl)benzenesulfonamide). Product: ClC=1C=C2C(CN(CC2=C(C1)Cl)C)C=1C=C(C=CC1)S(=O)(=O)NCCOCCOCCOCCNC(C1=CC(C(=O)NCCOCCOCCOCCNS(=O)(=O)C2=CC(=CC=C2)C2CN(CC3=C(C=C(C=C23)Cl)Cl)C)=CC=C1)=O (N1,N3-bis(2-(2-(2-(2-(3-(6,8-dichloro-2-methyl-1,2,3,4-tetrahydroisoquinolin-4-yl)phenylsulfonamido)ethoxy)ethoxy)ethoxy)-ethyl)isophthalamide). The yield is 77.0%. RXN SMILES: [C:1]([OH:12])(=O)[C:2]1[CH:10]=[CH:9][CH:8]=[C:4]([C:5]([OH:7])=O)[CH:3]=1.[NH2:13][CH2:14][CH2:15][O:16][CH2:17][CH2:18][O:19][CH2:20][CH2:21][O:22][CH2:23][CH2:24][NH:25][S:26]([C:29]1[CH:34]=[CH:33][CH:32]=[C:31]([CH:35]2[C:44]3[C:39](=[C:40]([Cl:46])[CH:41]=[C:42]([Cl:45])[CH:43]=3)[CH2:38][N:37]([CH3:47])[CH2:36]2)[CH:30]=1)(=[O:28])=[O:27]>>[Cl:45][C:42]1[CH:43]=[C:44]2[C:39](=[C:40]([Cl:46])[CH:41]=1)[CH2:38][N:37]([CH3:47])[CH2:36][CH:35]2[C:31]1[CH:30]=[C:29]([S:26]([NH:25][CH2:24][CH2:23][O:22][CH2:21][CH2:20][O:19][CH2:18][CH2:17][O:16][CH2:15][CH2:14][NH:13][C:5](=[O:7])[C:4]2[CH:8]=[CH:9][CH:10]=[C:2]([C:1]([NH:13][CH2:14][CH2:15][O:16][CH2:17][CH2:18][O:19][CH2:20][CH2:21][O:22][CH2:23][CH2:24][NH:25][S:26]([C:29]3[CH:34]=[CH:33][CH:32]=[C:31]([CH:35]4[C:44]5[C:39](=[C:40]([Cl:46])[CH:41]=[C:42]([Cl:45])[CH:43]=5)[CH2:38][N:37]([CH3:47])[CH2:36]4)[CH:30]=3)(=[O:28])=[O:27])=[O:12])[CH:3]=2)(=[O:28])=[O:27])[CH:34]=[CH:33][CH:32]=1. Reported procedure: Compound 228 was prepared following the procedure outlined in Example 215 using isophthalic acid (8.0 mg, 0.0484 mmol) and N-(2-(2-(2-(2-aminoethoxy)ethoxy)ethoxy)ethyl)-3-(6,8-dichloro-2-methyl-1,2,3,4-tetrahydroisoquinolin-4-yl)benzenesulfonamide (Compound 28, 75 mg, 0.0968 mmol). Purification by preparative HPLC gave the title compound (45.6 mg) as a TFA salt. 1H-NMR (400 MHz, CD3OD): δ 8.25 (s, 1H), 7.92 (d, 2H), 7.85 (d, 2H), 7.73 (s, 2H), 7.58 (t, 2H), 7.49 (m, 5H), 6.81 (s, 2H), 4.83-4.71... Reactants: C(#N)C1=C(C=C(C(=O)OC)C=C1)OC1CCC1 (methyl 4-cyano-3-(cyclobutyloxy)benzoate), CS(=O)C (DMSO), [OH-].[Na+] (sodium hydroxide), OO (hydrogen peroxide). Solvent: O (water), C(C)O (ethanol). Reaction conditions: time 18 hour. The product is NC(=O)C1=C(C=C(C(=O)O)C=C1)OC1CCC1 (4-(aminocarbonyl)-3-(cyclobutyloxy)benzoic acid). Yield: 50.0%. As a reaction SMILES: [C:1]([C:3]1[CH:12]=[CH:11][C:6]([C:7]([O:9]C)=[O:8])=[CH:5][C:4]=1[O:13][CH:14]1[CH2:17][CH2:16][CH2:15]1)#[N:2].CS(C)=[O:20].[OH-].[Na+].OO>C(O)C.O>[NH2:2][C:1]([C:3]1[CH:12]=[CH:11][C:6]([C:7]([OH:9])=[O:8])=[CH:5][C:4]=1[O:13][CH:14]1[CH2:17][CH2:16][CH2:15]1)=[O:20] |f:2.3|. Procedure details: To a solution of methyl 4-cyano-3-(cyclobutyloxy)benzoate (0.051 g, 0.23 mmol) in 2 ml of ethanol was added 0.5 ml of DMSO, 1 ml of 1N aqueous sodium hydroxide, 1 ml of 30% aqueous hydrogen peroxide, and the reaction mixture was stirred at RT for 18 hrs. The reaction mixture was diluted with 10 ml of water and the aqueous solution extracted three times with ethyl acetate (20 ml). The aqueous layer was acidified to pH 3-4 by portion-wise addition of aqueous hydrochloric acid, then extracted with ... Starting materials: [Br-], [Br-], [Br-], CC(C)Cc1ccc2c(c1)C(C)(C)CO2, ClCCl, c1cc[nH+]cc1, c1cc[nH+]cc1, c1cc[nH+]cc1. Yields the product CC(C)Cc1cc(Br)c2c(c1)C(C)(C)CO2. Reaction SMILES: [Br-:16].[Br-:17].[Br-:18].[CH2:1]([CH:2]([CH3:3])[CH3:4])[c:5]1[cH:6][cH:7][c:8]2[c:9]([cH:15]1)[C:10]([CH3:13])([CH3:14])[CH2:11][O:12]2.[Cl:37][CH2:38][Cl:39].[nH+:19]1[cH:20][cH:21][cH:22][cH:23][cH:24]1.[nH+:25]1[cH:26][cH:27][cH:28][cH:29][cH:30]1.[nH+:31]1[cH:32][cH:33][cH:34][cH:35][cH:36]1>>[CH2:1]([CH:2]([CH3:3])[CH3:4])[c:5]1[cH:6][c:7]([Br:16])[c:8]2[c:9]([cH:15]1)[C:10]([CH3:13])([CH3:14])[CH2:11][O:12]2. Run at time 28 hour. The reactants are ON=C(C1=CSC=C1)C1=CN=CN1C (N-hydroxy-1-(1-methyl-1H-imidazol-5-yl)-1-(3-thienyl)methanimine), BrCC1=CC=CC(=N1)N1C(C2=CC=CC=C2C1=O)=O (2-[6-(bromomethyl)pyridin-2-yl]-1H-isoindole-1,3(2H)-dione), C([O-])([O-])=O.[Cs+].[Cs+] (cesium carbonate), [I-].[K+] (potassium iodide). The solvent is C(C)#N (acetonitrile). As a reaction SMILES: [OH:1][N:2]=[C:3]([C:9]1[N:13]([CH3:14])[CH:12]=[N:11][CH:10]=1)[C:4]1[CH:8]=[CH:7][S:6][CH:5]=1.Br[CH2:16][C:17]1[N:22]=[C:21]([N:23]2[C:31](=[O:32])[C:30]3[C:25](=[CH:26][CH:27]=[CH:28][CH:29]=3)[C:24]2=[O:33])[CH:20]=[CH:19][CH:18]=1.C(=O)([O-])[O-].[Cs+].[Cs+].[I-].[K+]>C(#N)C>[CH3:14][N:13]1[C:9]([C:3](=[N:2][O:1][CH2:16][C:17]2[N:22]=[C:21]([N:23]3[C:24](=[O:33])[C:25]4[C:30](=[CH:29][CH:28]=[CH:27][CH:26]=4)[C:31]3=[O:32])[CH:20]=[CH:19][CH:18]=2)[C:4]2[CH:8]=[CH:7][S:6][CH:5]=2)=[CH:10][N:11]=[CH:12]1 |f:2.3.4,5.6|. Reported procedure: To a solution of N-hydroxy-1-(1-methyl-1H-imidazol-5-yl)-1-(3-thienyl)methanimine (4.96 g, 23.9 mmol) and 2-[6-(bromomethyl)pyridin-2-yl]-1H-isoindole-1,3(2H)-dione (8.35 g, 26.3 mmol) in acetonitrile (100 mL) were added cesium carbonate (16.4 g, 50.3 mmol) and potassium iodide (397 mg, 2.39 mmol). After stirring at room temperature for 28 h, the reaction mixture was filtered, the insolubles washed with ethyl acetate, and the combined filtrates concentrated in vacuo. Purification on silica gel a... Isolated yield 65.2%. Product: CN1C=NC=C1C(C1=CSC=C1)=NOCC1=CC=CC(=N1)N1C(C2=CC=CC=C2C1=O)=O (2-{6-[({[(1-methyl-1H-imidazol-5-yl)(3-thienyl)methylene]amino}oxy)methyl]pyridin-2-yl}-1H-isoindole-1,3(2H)-dione).